From a dataset of the Open Reaction Database (ORD), a public repository of structured organic reaction records. describe an organic reaction: reactants, conditions, products, and yield The reactants are CNCCNC (N,N′-dimethylethylenediamine), BrC1=CC(=C(C=C1)C(=O)N1CCN(CC1)C1=NC=C(C=C1C)C)C ((4-bromo-2-methylphenyl)[4-(3,5-dimethylpyridin-2-yl)piperazin-1-yl]methanone), COC1=CC=C(CN2C(NC(C2)(C)C)=O)C=C1 (1-(4-methoxybenzyl)-4,4-dimethylimidazolidin-2-one), C([O-])([O-])=O.[Cs+].[Cs+] (cesium carbonate). The reagents and catalysts are [Cu]I (copper(I) iodide). Solvent: C1(=CC=CC=C1)C (toluene), O (water). The product is CC=1C(=NC=C(C1)C)N1CCN(CC1)C(=O)C1=C(C=C(C=C1)N1C(N(CC1(C)C)CC1=CC=C(C=C1)OC)=O)C (3-{4-[4-(3,5-dimethylpyridin-2-yl)piperazine-1-carbonyl]-3-methylphenyl}-1-(4-methoxybenzyl)-4,4-dimethylimidazolidin-2-one). As a reaction SMILES: Br[C:2]1[CH:7]=[CH:6][C:5]([C:8]([N:10]2[CH2:15][CH2:14][N:13]([C:16]3[C:21]([CH3:22])=[CH:20][C:19]([CH3:23])=[CH:18][N:17]=3)[CH2:12][CH2:11]2)=[O:9])=[C:4]([CH3:24])[CH:3]=1.[CH3:25][O:26][C:27]1[CH:41]=[CH:40][C:30]([CH2:31][N:32]2[CH2:36][C:35]([CH3:38])([CH3:37])[NH:34][C:33]2=[O:39])=[CH:29][CH:28]=1.C(=O)([O-])[O-].[Cs+].[Cs+].CNCCNC>[Cu]I.O.C1(C)C=CC=CC=1>[CH3:22][C:21]1[C:16]([N:13]2[CH2:14][CH2:15][N:10]([C:8]([C:5]3[CH:6]=[CH:7][C:2]([N:34]4[C:35]([CH3:38])([CH3:37])[CH2:36][N:32]([CH2:31][C:30]5[CH:40]=[CH:41][C:27]([O:26][CH3:25])=[CH:28][CH:29]=5)[C:33]4=[O:39])=[CH:3][C:4]=3[CH3:24])=[O:9])[CH2:11][CH2:12]2)=[N:17][CH:18]=[C:19]([CH3:23])[CH:20]=1 |f:2.3.4|. Procedure: To a mixture of (4-bromo-2-methylphenyl)[4-(3,5-dimethylpyridin-2-yl)piperazin-1-yl]methanone (155 mg) described in Preparation Example 118, 1-(4-methoxybenzyl)-4,4-dimethylimidazolidin-2-one (112 mg) described in Preparation Example 54, cesium carbonate (261 mg) and copper(I) iodide (76 mg) were added toluene (10 mL) and N,N′-dimethylethylenediamine (86 μL), and the mixture was stirred with heating under reflux for 19 hr. The reaction mixture was cooled, water was added, and the mixture was ext... Reactants: O[Li].O (LiOH.H2O), O=C1C=C(OC2=C(C=CC=C12)C(=O)OC)C=1C(=NC=CC1)C(F)(F)F (methyl 4-oxo-2-(2-(trifluoromethyl)pyridin-3-yl)-4H-chromene-8-carboxylate), O (H2O). Solvent: O.C1CCOC1.CO (H2O THF MeOH). Conditions: time 12 hour. The product is O=C1C=C(OC2=C(C=CC=C12)C(=O)O)C=1C(=NC=CC1)C(F)(F)F (4-oxo-2-(2-(trifluoromethyl)pyridin-3-yl)-4H-chromene-8-carboxylic acid). The yield is 111.9%. RXN SMILES: O[Li].O.[O:4]=[C:5]1[C:14]2[C:9](=[C:10]([C:15]([O:17]C)=[O:16])[CH:11]=[CH:12][CH:13]=2)[O:8][C:7]([C:19]2[C:20]([C:25]([F:28])([F:27])[F:26])=[N:21][CH:22]=[CH:23][CH:24]=2)=[CH:6]1.O>O.C1COCC1.CO>[O:4]=[C:5]1[C:14]2[C:9](=[C:10]([C:15]([OH:17])=[O:16])[CH:11]=[CH:12][CH:13]=2)[O:8][C:7]([C:19]2[C:20]([C:25]([F:28])([F:27])[F:26])=[N:21][CH:22]=[CH:23][CH:24]=2)=[CH:6]1 |f:0.1,4.5.6|. Procedure details: LiOH.H2O (28 mg, 0.64 mmol) was added to a solution of methyl 4-oxo-2-(2-(trifluoromethyl)pyridin-3-yl)-4H-chromene-8-carboxylate 40 (120 mg, 0.32 mmol) in H2O/THF/MeOH (5 mL, 1:2:2). The reaction mixture was stirred at ambient temperature for 12 h, poured into H2O and the pH adjusted to 3. The mixture was extracted with ethyl acetate, dried (MgSO4) and concentrated to give 41 (120 mg) which was with no further purification. Yields the product CSc1sc(C(=N)NC(=O)OC(C)(C)C)cc1S(=O)(=O)c1cccc(-c2c(C)cc(N)cc2N)c1. Starting materials: CCCC[N+](CCCC)(CCCC)CCCC, C1CCOC1, CSc1sc(C(=N)NC(=O)OC(C)(C)C)cc1S(=O)(=O)c1cccc(-c2c(C)cc(NC(=O)OCC[Si](C)(C)C)cc2N)c1, [F-]. Reaction SMILES: [CH2:46]([N+:47]([CH2:48][CH2:49][CH2:50][CH3:51])([CH2:52][CH2:53][CH2:54][CH3:55])[CH2:56][CH2:57][CH2:58][CH3:59])[CH2:60][CH2:61][CH3:62].[CH2:63]1[O:64][CH2:65][CH2:66][CH2:67]1.[CH3:1][Si:2]([CH3:3])([CH3:4])[CH2:5][CH2:6][O:42][C:43]([NH:7][c:8]1[cH:9][c:10]([NH2:41])[c:11](-[c:15]2[cH:16][c:17]([S:21](=[O:22])(=[O:23])[c:24]3[c:25]([S:39][CH3:40])[s:26][c:27]([C:29](=[NH:30])[NH:31][C:32](=[O:33])[O:34][C:35]([CH3:36])([CH3:37])[CH3:38])[cH:28]3)[cH:18][cH:19][cH:20]2)[c:12]([CH3:14])[cH:13]1)=[O:44].[F-:45]>>[NH2:7][c:8]1[cH:9][c:10]([NH2:41])[c:11](-[c:15]2[cH:16][c:17]([S:21](=[O:22])(=[O:23])[c:24]3[c:25]([S:39][CH3:40])[s:26][c:27]([C:29](=[NH:30])[NH:31][C:32](=[O:33])[O:34][C:35]([CH3:36])([CH3:37])[CH3:38])[cH:28]3)[cH:18][cH:19][cH:20]2)[c:12]([CH3:14])[cH:13]1. Reactants: CC(C)CC(NC(=O)C(C)NC(=O)OC(C)(C)C)B1OC2CC3CC(C3(C)C)C2(C)O1, COc1ccc(CC(Nc2cccc(-c3ccccc3)c2)C(=O)O)cc1OC. Yields the product COc1ccc(CC(Nc2cccc(-c3ccccc3)c2)C(=O)NC(C)C(=O)NC(CC(C)C)B2OC3CC4CC(C4(C)C)C3(C)O2)cc1OC. As a reaction SMILES: [C:1]([O:2][C:6]([NH:7][CH:8]([CH3:9])[C:10]([NH:11][CH:12]([CH2:13][CH:14]([CH3:15])[CH3:16])[B:17]1[O:18][C:19]2([CH3:29])[CH:20]3[C:21]([CH3:27])([CH3:28])[CH:22]([CH2:23][CH:24]2[O:25]1)[CH2:26]3)=[O:30])=[O:31])([CH3:3])([CH3:4])[CH3:5].[c:32]1(-[c:54]2[cH:55][cH:56][cH:57][cH:58][cH:59]2)[cH:33][c:34]([NH:38][CH:39]([C:40]([OH:41])=[O:42])[CH2:43][c:44]2[cH:45][c:46]([O:52][CH3:53])[c:47]([O:50][CH3:51])[cH:48][cH:49]2)[cH:35][cH:36][cH:37]1>>[C:6]([NH:7][CH:8]([CH3:9])[C:10]([NH:11][CH:12]([CH2:13][CH:14]([CH3:15])[CH3:16])[B:17]1[O:18][C:19]2([CH3:29])[CH:20]3[C:21]([CH3:27])([CH3:28])[CH:22]([CH2:23][CH:24]2[O:25]1)[CH2:26]3)=[O:30])(=[O:31])[CH:39]([NH:38][c:34]1[cH:33][c:32](-[c:54]2[cH:55][cH:56][cH:57][cH:58][cH:59]2)[cH:37][cH:36][cH:35]1)[CH2:43][c:44]1[cH:45][c:46]([O:52][CH3:53])[c:47]([O:50][CH3:51])[cH:48][cH:49]1.